Dataset: the Open Reaction Database (ORD), a public repository of structured organic reaction records. Task: describe an organic reaction: reactants, conditions, products, and yield The reactants are BrC=1SC(=CC1CC(=O)OC)C(C1=CC(=C(C=C1)I)[N+](=O)[O-])=O (Methyl 2-(2-bromo-5-(4-iodo-3-nitrobenzoyl)thiophen-3-yl)acetate), C1CC(=O)N(C1=O)Br (NBS). The solvent is C1CCOC1 (THF). Product: BrC=1SC=CC1CC(=O)OC (methyl 2-(2-bromothiophen-3-yl)acetate). Yield: 96.7%. Reaction SMILES: [Br:1][C:2]1[S:3][C:4](C(=O)C2C=CC(I)=C([N+]([O-])=O)C=2)=[CH:5][C:6]=1[CH2:7][C:8]([O:10][CH3:11])=[O:9].C1C(=O)N(Br)C(=O)C1>C1COCC1>[Br:1][C:2]1[S:3][CH:4]=[CH:5][C:6]=1[CH2:7][C:8]([O:10][CH3:11])=[O:9]. Procedure: To a solution of the above ester (10.00 g, 64.02 mmol) in THF (100 mL) was added NBS (11.40 g, 64.02 mmol). The resulting mixture was refluxed for two and a half hours. The solvent was removed in vacuo. MPLC purification (Hex:EtOAc/9:1) of the residue gave methyl 2-(2-bromothiophen-3-yl)acetate as a colorless oil (14.55 g, 97%). 1H NMR (400 MHz, CDCl3) δ 7.25 (d, J=5.6 Hz, 1H). 6.93 (d, J=5.6 Hz, 1H), 3.72 (s, 3H), and 3.64 (s, 2H). The reactants are C1=CC=CN(CCCNCc2ccc3c(c2)OCO3)C=C1, [Li]CCCC, CCOCC, CCCCCC, CCOC(C)=O, Fc1cc(F)cc(-c2cc(Cl)on2)c1. Product: Fc1cc(F)cc(-c2cc(N(CCCN3C=CC=CC=C3)Cc3ccc4c(c3)OCO4)on2)c1, Cl. RXN SMILES: [CH2:1]1[O:2][c:3]2[cH:4][c:5]([CH2:6][NH:7][CH2:8][CH2:9][CH2:10][N:11]3[CH:12]=[CH:13][CH:14]=[CH:15][CH:16]=[CH:17]3)[cH:18][cH:19][c:20]2[O:21]1.[CH3:22][CH2:23][CH2:24][CH2:25][Li:26].[CH3:41][CH2:42][O:43][CH2:44][CH3:45].[CH3:46][CH2:47][CH2:48][CH2:49][CH2:50][CH3:51].[CH3:52][CH2:53][O:54][C:55](=[O:56])[CH3:57].[F:27][c:28]1[cH:29][c:30](-[c:35]2[n:36][o:37][c:38]([Cl:40])[cH:39]2)[cH:31][c:32]([F:34])[cH:33]1>>[CH2:1]1[O:2][c:3]2[cH:4][c:5]([CH2:6][N:7]([CH2:8][CH2:9][CH2:10][N:11]3[CH:12]=[CH:13][CH:14]=[CH:15][CH:16]=[CH:17]3)[c:38]3[o:37][n:36][c:35](-[c:30]4[cH:29][c:28]([F:27])[cH:33][c:32]([F:34])[cH:31]4)[cH:39]3)[cH:18][cH:19][c:20]2[O:21]1.[ClH:40]. The reactants are C1(=CC=CC=C1)C([C@H]1N2[C@@H](C[C@H](C1=O)CC2)CCC2=CC=CC=C2)C2=CC=CC=C2 ((2R*,4R*,6R*)-2-Diphenylmethyl-6-phenethylquinuclidin-3-one), COC1=C(CN)C=C(C=C1)OC (2,5-dimethoxybenzylamine). The product is C1(=CC=CC=C1)C([C@H]1N2[C@@H](C[C@H]([C@H]1NCC1=C(C=CC(=C1)OC)OC)CC2)CCC2=CC=CC=C2)C2=CC=CC=C2 ((2R*,3R*,4R*,6R*)-2-Diphenylmethyl-3-(2,5-dimethoxybenzyl)amino-6-phenethyl-1-azabicyclo[2.2.2]octane). RXN SMILES: [C:1]1([CH:7]([C:25]2[CH:30]=[CH:29][CH:28]=[CH:27][CH:26]=2)[C@@H:8]2[C:13](=O)[C@@H:12]3[CH2:15][CH2:16][N:9]2[C@H:10]([CH2:17][CH2:18][C:19]2[CH:24]=[CH:23][CH:22]=[CH:21][CH:20]=2)[CH2:11]3)[CH:6]=[CH:5][CH:4]=[CH:3][CH:2]=1.[CH3:31][O:32][C:33]1[CH:40]=[CH:39][C:38]([O:41][CH3:42])=[CH:37][C:34]=1[CH2:35][NH2:36]>>[C:25]1([CH:7]([C:1]2[CH:2]=[CH:3][CH:4]=[CH:5][CH:6]=2)[C@@H:8]2[C@H:13]([NH:36][CH2:35][C:34]3[CH:37]=[C:38]([O:41][CH3:42])[CH:39]=[CH:40][C:33]=3[O:32][CH3:31])[C@@H:12]3[CH2:15][CH2:16][N:9]2[C@H:10]([CH2:17][CH2:18][C:19]2[CH:20]=[CH:21][CH:22]=[CH:23][CH:24]=2)[CH2:11]3)[CH:26]=[CH:27][CH:28]=[CH:29][CH:30]=1. Reported procedure: A compound of Example 4 were prepared from compound 7 and 2,5-dimethoxybenzylamine by the same procedure for Example 1. The reactants are C(=C)C1=CC=CC(=N1)C(=O)OCC (Ethyl 6-vinylpicolinate). Reagents/catalysts: [OH-].[OH-].[Pd+2] (Pd(OH)2 on carbon). Solvent: C(C)O (ethanol). Run at time 2 hour. The product is C(C)C1=CC=CC(=N1)C(=O)OCC (Ethyl 6-ethylpicolinate). Isolated yield 94.8%. As a reaction SMILES: [CH:1]([C:3]1[N:8]=[C:7]([C:9]([O:11][CH2:12][CH3:13])=[O:10])[CH:6]=[CH:5][CH:4]=1)=[CH2:2]>C(O)C.[OH-].[OH-].[Pd+2]>[CH2:1]([C:3]1[N:8]=[C:7]([C:9]([O:11][CH2:12][CH3:13])=[O:10])[CH:6]=[CH:5][CH:4]=1)[CH3:2] |f:2.3.4|. Reported procedure: Ethyl 6-vinylpicolinate (4.70 g, 26.5 mmol) was dissolved in 100 mL of ethanol. To this was added 20% Pd(OH)2 on carbon (1 g, 50% water) and the mixture was stirred under a hydrogen balloon for 2 hours. The mixture was purged with nitrogen, filtered through GF/F filter paper, and the filtrate concentrated under reduced pressure to give 4.5 g (95%) of the title compound.